Dataset: the Open Reaction Database (ORD), a public repository of structured organic reaction records. Task: describe an organic reaction: reactants, conditions, products, and yield Reactants: ClC1=CC=C(C=C1)N1CCNCC1 (1-(4-Chlorophenyl)piperazine), N(=C=O)C1=C2C=CN=CC2=CC=C1 (5-isocyanatoisoquinoline). Solvent: C(C)OCC (diethyl ether). The product is ClC1=CC=C(C=C1)N1CCN(CC1)C(=O)NC1=C2C=CN=CC2=CC=C1 (4-(4-chlorophenyl)-N-5-isoquinolinyl-1-piperazinecarboxamide). RXN SMILES: [Cl:1][C:2]1[CH:7]=[CH:6][C:5]([N:8]2[CH2:13][CH2:12][NH:11][CH2:10][CH2:9]2)=[CH:4][CH:3]=1.[N:14]([C:17]1[CH:26]=[CH:25][CH:24]=[C:23]2[C:18]=1[CH:19]=[CH:20][N:21]=[CH:22]2)=[C:15]=[O:16]>C(OCC)C>[Cl:1][C:2]1[CH:3]=[CH:4][C:5]([N:8]2[CH2:13][CH2:12][N:11]([C:15]([NH:14][C:17]3[CH:26]=[CH:25][CH:24]=[C:23]4[C:18]=3[CH:19]=[CH:20][N:21]=[CH:22]4)=[O:16])[CH2:10][CH2:9]2)=[CH:6][CH:7]=1. Procedure details: 1-(4-Chlorophenyl)piperazine (197 mg, 1.01 mmol) in diethyl ether (20 mL) was treated with an ethereal solution of 5-isocyanatoisoquinoline. The precipitate that formed was collected by filtration, washed with diethyl ether, and air-dried to provide the title compound. 1H NMR (300 MHz, DMSO-d6) δ 9.29 (d, 1H, J=1.0 Hz), 8.83 (s, 1H), 8.49 (d, 1H, 6.1 Hz), 7.93 (d, 1H, J=7.8 Hz), 7.77 (m, 1H), 7.61-7.72 (m, 2H), 7.26-7.29 (m, 2H), 7.01-7.04 (m, 2H), 3.68 (m, 4H), 3.23 (m, 4H); MS (ESI+) m/z 367 (... Starting materials: C12C(CC(CC1)C2)N (Bicyclo[2.2.1]hept-2-ylamine), C(C)OC(=O)C=1C(=NC(=NC1)SC)Cl (4-chloro-2-methylsulfanyl-pyrimidine-5-carboxylic acid ethyl ester), C(=O)([O-])[O-].[K+].[K+] (K2CO3). Conditions: temperature 80 celsius. The yield is 39.4%. Product: C(C)OC(CCNC1C2CCC(C1)C2)=O (3-(bicyclo[2.2.1]hept-2-ylamino)-propionic acid ethyl ester). Reagents/catalysts: [I-].C(CCC)[N+](CCCC)(CCCC)CCCC (tetrabutylammonium iodide). Reaction SMILES: [CH:1]12[CH2:7][CH:4]([CH2:5][CH2:6]1)[CH2:3][CH:2]2[NH2:8].[CH2:9]([O:11][C:12]([C:14]1C(Cl)=NC(SC)=N[CH:19]=1)=[O:13])[CH3:10].C([O-])([O-])=O.[K+].[K+]>[I-].C([N+](CCCC)(CCCC)CCCC)CCC>[CH2:9]([O:11][C:12](=[O:13])[CH2:14][CH2:19][NH:8][CH:2]1[CH2:3][CH:4]2[CH2:7][CH:1]1[CH2:6][CH2:5]2)[CH3:10] |f:2.3.4,5.6|. Procedure details: Bicyclo[2.2.1]hept-2-ylamine (2.0 g, 18.0 mmol) and 4-chloro-2-methylsulfanyl-pyrimidine-5-carboxylic acid ethyl ester (2.45 g, 18.0 mmol) were combined neat and K2CO3 (3.72 g, 27.0 mmol) and a catalytic amount of tetrabutylammonium iodide (ca. 2 mg) was added. The mixture was heated at 80° C. overnight. The resulting mixture was then partitioned between water and DCM. The organic layer was dried (MgSO4) and concentrated to provide 1.5 g of 3-(bicyclo[2.2.1]hept-2-ylamino)-propionic acid ethyl e...